Dataset: the Open Reaction Database (ORD), a public repository of structured organic reaction records. Task: describe an organic reaction: reactants, conditions, products, and yield Starting materials: FC=1C=C2N=C(C(NC2=CC1F)=O)C (6,7-Difluoro-3-methyl-1H-quinoxalin-2-one), O=P(Cl)(Cl)Cl (POCl3). The reagents and catalysts are CN(C1=CC=NC=C1)C (4-dimethylaminopyridine). Yields the product ClC1=NC2=CC(=C(C=C2N=C1C)F)F (2-Chloro-6,7-difluoro-3-methylquinoxaline). As a reaction SMILES: [F:1][C:2]1[CH:3]=[C:4]2[C:9](=[CH:10][C:11]=1[F:12])[NH:8][C:7](=O)[C:6]([CH3:14])=[N:5]2.O=P(Cl)(Cl)[Cl:17]>CN(C)C1C=CN=CC=1>[Cl:17][C:7]1[C:6]([CH3:14])=[N:5][C:4]2[C:9](=[CH:10][C:11]([F:12])=[C:2]([F:1])[CH:3]=2)[N:8]=1. Reported procedure: 6,7-Difluoro-3-methyl-1H-quinoxalin-2-one (2 g, prepared from 4,5-difluoro-1,2-phenylene-diamine and pyruvic acid according to general procedure (A), step 1) was mixed with POCl3 (20 ml) and 4-dimethylaminopyridine (10 mol %) and the mixture was refluxed for 2 hours. The mixture was allowed to cool and poured onto ice (300 ml), filtered and washed with water to afford the title compound.